From a dataset of the Open Reaction Database (ORD), a public repository of structured organic reaction records. describe an organic reaction: reactants, conditions, products, and yield The reactants are C=CC(=O)OC, CC(C)=O, [K+], [K+], O=C([O-])[O-], O, Cc1c(CC(N)=O)c2cc(O)ccc2n1Cc1ccccc1. Product: COC(=O)CCOc1ccc2c(c1)c(CC(N)=O)c(C)n2Cc1ccccc1. RXN SMILES: [C:29]([CH:30]=[CH2:31])(=[O:32])[O:33][CH3:34].[CH3:35][C:36](=[O:37])[CH3:38].[K+:23].[K+:24].[O-:25][C:26]([O-:27])=[O:28].[OH2:39].[OH:1][c:2]1[cH:3][c:4]2[c:5]([CH2:19][C:20](=[O:21])[NH2:22])[c:6]([CH3:18])[n:7]([CH2:11][c:12]3[cH:13][cH:14][cH:15][cH:16][cH:17]3)[c:8]2[cH:9][cH:10]1>>[O:1]([c:2]1[cH:3][c:4]2[c:5]([CH2:19][C:20](=[O:21])[NH2:22])[c:6]([CH3:18])[n:7]([CH2:11][c:12]3[cH:13][cH:14][cH:15][cH:16][cH:17]3)[c:8]2[cH:9][cH:10]1)[CH2:31][CH2:30][C:29](=[O:32])[O:33][CH3:34]. Reactants: CC1(C)CCc2ccc(O)cc21, CC(=O)O, I, O, O=S(=O)(Cl)Cl. The product is CC1(C)CCc2cc(Cl)c(O)cc21. Reaction SMILES: [CH3:1][C:2]1([CH3:12])[CH2:3][CH2:4][c:5]2[cH:6][cH:7][c:8]([OH:11])[cH:9][c:10]21.[CH3:20][C:21](=[O:22])[OH:23].[I:13].[OH2:19].[S:14]([Cl:15])(=[O:16])([Cl:17])=[O:18]>>[CH3:1][C:2]1([CH3:12])[CH2:3][CH2:4][c:5]2[cH:6][c:7]([Cl:17])[c:8]([OH:11])[cH:9][c:10]21.